Task: describe an organic reaction: reactants, conditions, products, and yield. Dataset: the Open Reaction Database (ORD), a public repository of structured organic reaction records Starting materials: OC=1C=CC=C2C=CC=NC12 (8-hydroxyquinoline), BrC=1C=CC2=C(N(C=3CCN(CCC32)C(=O)OC(C)(C)C)C)N1 (tert-Butyl 2-bromo-10-methyl-5,8,9,10-tetrahydropyrido[3′,2′:4,5]pyrrolo[2,3-d]azepine-7(6H)-carboxylate), FC(C=1C=CC(=NC1)C1=CC(NC=C1)=O)(F)F (4-(5-(trifluoromethyl)pyridin-2-yl)pyridin-2(1H)-one), C(=O)([O-])[O-].[Cs+].[Cs+] (Cs2CO3). The reagents and catalysts are [Cu](I)I (copper iodide). The solvent is CS(=O)C (DMSO). Reaction conditions: temperature 130 celsius, time 30 minute. Product: CN1C2=C(C3=C1CCN(CC3)C(=O)OC(C)(C)C)C=CC(=N2)N2C(C=C(C=C2)C2=NC=C(C=C2)C(F)(F)F)=O (tert-Butyl 10-methyl-2-(2-oxo-4-(5-(trifluoromethyl)pyridin-2-yl)pyridin-1(2H)-yl)-5,8,9,10-tetrahydropyrido[3′,2′:4,5]pyrrolo[2,3-d]azepine-7(6H)-carboxylate). Isolated yield 14.8%. RXN SMILES: Br[C:2]1[CH:3]=[CH:4][C:5]2[C:14]3[CH2:13][CH2:12][N:11]([C:15]([O:17][C:18]([CH3:21])([CH3:20])[CH3:19])=[O:16])[CH2:10][CH2:9][C:8]=3[N:7]([CH3:22])[C:6]=2[N:23]=1.[F:24][C:25]([F:40])([F:39])[C:26]1[CH:27]=[CH:28][C:29]([C:32]2[CH:37]=[CH:36][NH:35][C:34](=[O:38])[CH:33]=2)=[N:30][CH:31]=1.C([O-])([O-])=O.[Cs+].[Cs+].OC1C=CC=C2C=1N=CC=C2>CS(C)=O.[Cu](I)I>[CH3:22][N:7]1[C:8]2[CH2:9][CH2:10][N:11]([C:15]([O:17][C:18]([CH3:21])([CH3:20])[CH3:19])=[O:16])[CH2:12][CH2:13][C:14]=2[C:5]2[CH:4]=[CH:3][C:2]([N:35]3[CH:36]=[CH:37][C:32]([C:29]4[CH:28]=[CH:27][C:26]([C:25]([F:24])([F:39])[F:40])=[CH:31][N:30]=4)=[CH:33][C:34]3=[O:38])=[N:23][C:6]1=2 |f:2.3.4|. Procedure details: tert-Butyl 2-bromo-10-methyl-5,8,9,10-tetrahydropyrido[3′,2′:4,5]pyrrolo[2,3-d]azepine-7(6H)-carboxylate (0.15 g, 0.40 mmol), 4-(5-(trifluoromethyl)pyridin-2-yl)pyridin-2(1H)-one (100 mg, 0.42 mmol), and Cs2CO3 (0.14 g, 0.43 mmol) were suspended in DMSO (2.2 mL), and the mixture was degassed under vacuum for 15 min. The system was flushed with Ar, and 8-hydroxyquinoline (18 mg, 0.13 mmol) and copper iodide (98 mg, 0.51 mmol) were added to the suspension. The evacuation/Ar flushing process was re... Starting materials: O=C(O)c1cc(OCc2ccccc2)c(-c2ccccc2)c([N+](=O)[O-])c1, CC=CCSc1cc(C(=O)O)cc([N+](=O)[O-])c1-c1ccccc1. Product: CC=CCSc1cc(C(=O)O)cc(N)c1-c1ccccc1. RXN SMILES: [CH2:1]([O:2][c:3]1[cH:4][c:5]([C:18]([OH:19])=[O:20])[cH:6][c:7]([N+:8]([O-:9])=[O:10])[c:11]1-[c:12]1[cH:13][cH:14][cH:15][cH:16][cH:17]1)[c:21]1[cH:22][cH:23][cH:24][cH:25][cH:26]1.[CH2:27]([CH:28]=[CH:29][CH3:30])[S:31][c:32]1[cH:33][c:34]([C:35](=[O:36])[OH:37])[cH:38][c:39]([N+:47]([O-:48])=[O:49])[c:40]1-[c:41]1[cH:42][cH:43][cH:44][cH:45][cH:46]1>>[CH2:27]([CH:28]=[CH:29][CH3:30])[S:31][c:32]1[cH:33][c:34]([C:35](=[O:36])[OH:37])[cH:38][c:39]([NH2:47])[c:40]1-[c:41]1[cH:42][cH:43][cH:44][cH:45][cH:46]1. Reactants: C(C)(=O)C1(O)C(C(O)(CC(=C1)C(C)C(CCCCC)C)C(C)=O)C=1C=NC=CC1C(=C)C (1,3-diacetyl-2-[4-isopropenyl-3-pyridyl]-5-(3-methyl-2-octyl)resorcinol), N (ammonia), N (ammonia). Run in C1(=CC=CC=C1)C (toluene). Conditions: time 8 hour. Product: C(=C)(C)C1=C(C=NC=C1)C1=C(O)C=C(C=C1O)C(C)C(CCCCC)C (2-[4-Isopropenyl-3-Pyridyl]-5-(3-Methyl-2-Octyl) Resorcinol). Reaction SMILES: C([C:4]1([CH:11]=[C:10]([CH:12]([CH:14]([CH3:20])[CH2:15][CH2:16][CH2:17][CH2:18][CH3:19])[CH3:13])[CH2:9][C:7](C(=O)C)([OH:8])[CH:6]1[C:24]1[CH:25]=[N:26][CH:27]=[CH:28][C:29]=1[C:30]([CH3:32])=[CH2:31])[OH:5])(=O)C.N>C1(C)C=CC=CC=1>[C:30]([C:29]1[CH:28]=[CH:27][N:26]=[CH:25][C:24]=1[C:6]1[C:4]([OH:5])=[CH:11][C:10]([CH:12]([CH:14]([CH3:20])[CH2:15][CH2:16][CH2:17][CH2:18][CH3:19])[CH3:13])=[CH:9][C:7]=1[OH:8])([CH3:32])=[CH2:31]. Reported procedure: A solution of 4.37 g. of 1,3-diacetyl-2-[4-isopropenyl-3-pyridyl]-5-(3-methyl-2-octyl)resorcinol in 50 ml. of toluene was placed in a high pressure bomb with 40 ml. of liquid ammonia. The mixture was shaken at room temperature overnight. The excess ammonia was allowed to escape; the residue was triturated with water and extracted with chloroform. The chloroform extracts were washed twice with water, dried over anhydrous sodium sulfate, and evaporated in vacuo. The residue was recrystallized from... Starting materials: CI (methyliodide), C(CC)(=O)O (Propionic acid), solution, C(CC(O)(C(=O)O)CC(=O)O)(=O)O (citric acid), C(C)(C)(C)OC(N[C@@H](CC1=CC=C(C=C1)OCC1=CC=CC=C1)[C@H]1OC(C=C1)=O)=O ([(S*)-2-(4-Benzyloxy-phenyl)-1-((S*)-5-oxo-2,5-dihydro-furan-2-yl)-ethyl]-carbamic acid tert-butyl ester), CN1CCCN(C1=O)C (DMPU), [Li].C[Si](C)(C)[N-][Si](C)(C)C (lithium bis-(trimethylsilyl)-amide). The solvent is C1CCOC1 (THF), O (water). Reaction conditions: temperature -78 celsius, time 3 hour. Product: C(C)(C)(C)OC(N[C@@H](CC1=CC(=CC=C1)OCC1=CC=CC=C1)[C@H]1OC([C@@H](C1)C)=O)=O ([(S*)-2-(3-Benzyloxy-phenyl)-1-((2S*,4R*)-4-methyl-5-oxo-tetrahydro-furan-2-yl)-ethyl]-carbamic acid tert-butyl ester). As a reaction SMILES: [C:1]([O:5][C:6](=[O:30])[NH:7][C@H:8]([C@@H:24]1[CH:28]=[CH:27][C:26](=[O:29])[O:25]1)[CH2:9][C:10]1[CH:15]=[CH:14][C:13](OCC2C=CC=CC=2)=[CH:12][CH:11]=1)([CH3:4])([CH3:3])[CH3:2].[CH3:31]N1C(=O)N(C)CCC1.[Li].C[Si]([N-][Si](C)(C)C)(C)C.CI.[C:52]([OH:56])(=O)[CH2:53][CH3:54].[C:57](O)(=O)[CH2:58][C:59](CC(O)=O)([C:61](O)=O)O>C1COCC1.O>[C:1]([O:5][C:6](=[O:30])[NH:7][C@H:8]([C@@H:24]1[CH2:28][C@@H:27]([CH3:31])[C:26](=[O:29])[O:25]1)[CH2:9][C:10]1[CH:11]=[CH:12][CH:13]=[C:14]([O:56][CH2:52][C:53]2[CH:54]=[CH:61][CH:59]=[CH:58][CH:57]=2)[CH:15]=1)([CH3:4])([CH3:3])[CH3:2] |f:2.3,^1:39|. Reported procedure: To a solution of [(S*)-2-(4-Benzyloxy-phenyl)-1-((S*)-5-oxo-2,5-dihydro-furan-2-yl)-ethyl]-carbamic acid tert-butyl ester (11.4 g, 27.7 mmol) in THF (35 ml) and DMPU (5 ml, 42 mmol, 1.5 eq) at −78° C. is added dropwise lithium-bis-(trimethylsilyl)-amide (55 ml 1M solution in THF, 55 mmol, 2 eq). After stirring at −78° C. for another 45 min methyliodide is added dropwise and the mixture is stirred another 3 h at −78° C. Propionic acid (10.3 ml, 138 mmol, 5 eq) is added followed by water (10 ml). ... Reactants: Nc1ccccc1C(=O)NCCc1ncc[nH]1, O=C(Cl)c1ccc(-c2ccccc2)cc1. The product is O=C(Nc1ccccc1C(=O)NCCc1ncc[nH]1)c1ccc(-c2ccccc2)cc1. As a reaction SMILES: [NH2:1][c:2]1[c:3]([C:4](=[O:5])[NH:6][CH2:7][CH2:8][c:9]2[nH:10][cH:11][cH:12][n:13]2)[cH:14][cH:15][cH:16][cH:17]1.[c:18]1(-[c:24]2[cH:25][cH:26][c:27]([C:28](=[O:29])[Cl:30])[cH:31][cH:32]2)[cH:19][cH:20][cH:21][cH:22][cH:23]1>>[NH:1]([c:2]1[c:3]([C:4](=[O:5])[NH:6][CH2:7][CH2:8][c:9]2[n:10][cH:11][cH:12][nH:13]2)[cH:14][cH:15][cH:16][cH:17]1)[C:28]([c:27]1[cH:26][cH:25][c:24](-[c:18]2[cH:19][cH:20][cH:21][cH:22][cH:23]2)[cH:32][cH:31]1)=[O:29]. Starting materials: Cl.N1CCC(CC1)C1=C(C(=NN1)C1=CC=C(C=C1)Cl)C1=CC=NC=C1 (5-(4-piperidyl)-4-(4-pyridyl)-3-(4-chlorophenyl)pyrazole hydrochloride), C(C)(=O)Cl (acetyl chloride). Reagents/catalysts: CN(C1=CC=NC=C1)C (4-dimethylamino pyridine). Run in C(Cl)Cl (CH2Cl2). Run at time 3 hour. Product: C(C)(=O)N1CCC(CC1)C1=C(C(=NN1)C1=CC=C(C=C1)Cl)C1=CC=NC=C1 (5-(N-ACETYL-4-PIPERIDYL)-4-(4-PYRIDYL)-3-(4-CHLOROPHENYL)PYRAZOLE). As a reaction SMILES: Cl.[NH:2]1[CH2:7][CH2:6][CH:5]([C:8]2[NH:12][N:11]=[C:10]([C:13]3[CH:18]=[CH:17][C:16]([Cl:19])=[CH:15][CH:14]=3)[C:9]=2[C:20]2[CH:25]=[CH:24][N:23]=[CH:22][CH:21]=2)[CH2:4][CH2:3]1.[C:26](Cl)(=[O:28])[CH3:27]>C(Cl)Cl.CN(C)C1C=CN=CC=1>[C:26]([N:2]1[CH2:3][CH2:4][CH:5]([C:8]2[NH:12][N:11]=[C:10]([C:13]3[CH:14]=[CH:15][C:16]([Cl:19])=[CH:17][CH:18]=3)[C:9]=2[C:20]2[CH:25]=[CH:24][N:23]=[CH:22][CH:21]=2)[CH2:6][CH2:7]1)(=[O:28])[CH3:27] |f:0.1|. Procedure details: To a stirred suspension of 5-(4-piperidyl)-4-(4-pyridyl)-3-(4-chlorophenyl)pyrazole hydrochloride (Example C-74) (1 g, 2.4 mmol) in 24 mL of CH2Cl2 was added 4-dimethylamino pyridine (0.88 g, 7.2 mmol) and acetyl chloride (0.21 g, 2.6 mmol). The solution was stirred for 3 h and the solvent was removed under reduced pressure. The residue was treated with saturated NH4OH (20 mL) and the suspension was extracted with ethyl acetate (3×30 mL). The combined extracts were washed with brine (1×50 mL), d... Starting materials: C(C#C)OCCl (2-propynyloxymethyl chloride), [SH-].[K+] (potassium hydrosulfide), CC1=NSC(=C1C#N)S(=O)(=O)C (3-methyl-4-cyano-5-methylsulfonylisothiazole), C(OC)COC (dimethoxyethane). The solvent is O (water), O (Water). Product: COC1=NSC(=C1C#N)SCOCC#C (3-methoxy-4-cyano-5-(2-propynyloxymethylthio)isothiazole). RXN SMILES: C[C:2]1[C:6]([C:7]#[N:8])=[C:5]([S:9]([CH3:12])(=O)=O)[S:4][N:3]=1.[SH-].[K+].[CH2:15]([O:18]CCl)[C:16]#[CH:17].[CH2:21](COC)[O:22]C>O>[CH3:21][O:22][C:2]1[C:6]([C:7]#[N:8])=[C:5]([S:9][CH2:12][O:18][CH2:15][C:16]#[CH:17])[S:4][N:3]=1 |f:1.2|. Reported procedure: 2.18 Grams of 3-methyl-4-cyano-5-methylsulfonylisothiazole was dissolved in 20 ml of dimethoxyethane, and a solution of 1.2 g of potassium hydrosulfide (KSH) in 5 ml of water was added at room temperature with stirring. After stirring for 10 minutes, 1.3 g of 2-propynyloxymethyl chloride was added, and the reaction solution was stirred for 3 hours. Water was added to the reaction solution, which was then extracted with ethyl acetate. The extract was washed with water, dried and concentrated to o...